Dataset: the Open Reaction Database (ORD), a public repository of structured organic reaction records. Task: describe an organic reaction: reactants, conditions, products, and yield Reactants: ClC1=C2C(=NC=C1C#N)C=CS2 (7-chlorothieno[3,2-b]pyridine-6-carbonitrile), C(C)(C)[N-]C(C)C.[Li+] (lithium diisopropylamide), CCCCCCC.O1CCCC1.C(C)C1=CC=CC=C1 (heptane tetrahydrofuran ethylbenzene), IC (iodomethane). Run in O1CCCC1 (tetrahydrofuran). Reaction conditions: time 40 minute. Product: ClC1=C2C(=NC=C1C#N)C=C(S2)C (7-chloro-2-methylthieno[3,2-b]pyridine-6-carbonitrile). RXN SMILES: [Cl:1][C:2]1[C:7]([C:8]#[N:9])=[CH:6][N:5]=[C:4]2[CH:10]=[CH:11][S:12][C:3]=12.[CH:13]([N-]C(C)C)(C)C.[Li+].CCCCCCC.O1CCCC1.C(C1C=CC=CC=1)C.IC>O1CCCC1>[Cl:1][C:2]1[C:7]([C:8]#[N:9])=[CH:6][N:5]=[C:4]2[CH:10]=[C:11]([CH3:13])[S:12][C:3]=12 |f:1.2,3.4.5|. Reported procedure: To a solution of 7-chlorothieno[3,2-b]pyridine-6-carbonitrile (500 mg, 2.57 mmol) in 15 mL of tetrahydrofuran at −78° C. is added dropwise 2.0 M lithium diisopropylamide in heptane/tetrahydrofuran/ethylbenzene (1.6 mL, 3.21 mmol). After stirring for 40 minutes, iodomethane (616 mg, 0.27 mL, 4.34 mmol) is added dropwise over 7 minutes. The reaction mixture is stirred at −78° C. for 5 hours, then the mixture is partitioned between 20 mL of dichloromethane and 10 mL of water. The organic layer is w... Reactants: NCCO, CC(=O)NCC1CN(c2ccc(N3CCC(=O)CC3)c(F)c2)C(=O)O1, C1CCOC1. The product is CC(=O)NCC1CN(c2ccc(N3CCC4(CC3)NCCO4)c(F)c2)C(=O)O1. RXN SMILES: [NH2:26][CH2:27][CH2:28][OH:29].[O:1]=[C:2]1[CH2:3][CH2:4][N:5]([c:8]2[c:9]([F:25])[cH:10][c:11]([N:14]3[C:15](=[O:24])[O:16][CH:17]([CH2:19][NH:20][C:21]([CH3:22])=[O:23])[CH2:18]3)[cH:12][cH:13]2)[CH2:6][CH2:7]1.[O:30]1[CH2:31][CH2:32][CH2:33][CH2:34]1>>[O:1]1[C:2]2([CH2:3][CH2:4][N:5]([c:8]3[c:9]([F:25])[cH:10][c:11]([N:14]4[C:15](=[O:24])[O:16][CH:17]([CH2:19][NH:20][C:21]([CH3:22])=[O:23])[CH2:18]4)[cH:12][cH:13]3)[CH2:6][CH2:7]2)[NH:26][CH2:27][CH2:28]1. Starting materials: ice water, C(C)N1C2=CC=CC=C2C=2C=C3C(=CC12)C(C1=CC=CC=C13)(CCCCCC)CCCCCC (10-ethyl-12,12-dihexyl-10,12-dihydro-10-aza-indeno[2,1-b]fluorene), C(C)(=O)Cl (acetyl chloride), [Cl-].[Al+3].[Cl-].[Cl-] (Aluminum chloride). Solvent: ClCCl (dichloromethane). Reaction conditions: time 8 hour. Product: C(C)(=O)C=1C=C2C=3C=C4C(=CC3N(C2=CC1)CC)C(C1=CC=CC=C14)(CCCCCC)CCCCCC (7-acetyl-10-ethyl-12,12-dihexyl-10,12-dihydro-10-aza-indeno[2,1-b]fluorene). Reaction SMILES: [Cl-].[Al+3].[Cl-].[Cl-].[CH2:5]([N:7]1[C:19]2[CH:18]=[C:17]3[C:20]([CH2:33][CH2:34][CH2:35][CH2:36][CH2:37][CH3:38])([CH2:27][CH2:28][CH2:29][CH2:30][CH2:31][CH3:32])[C:21]4[C:26]([C:16]3=[CH:15][C:14]=2[C:13]2[C:8]1=[CH:9][CH:10]=[CH:11][CH:12]=2)=[CH:25][CH:24]=[CH:23][CH:22]=4)[CH3:6].[C:39](Cl)(=[O:41])[CH3:40]>ClCCl>[C:39]([C:11]1[CH:12]=[C:13]2[C:8](=[CH:9][CH:10]=1)[N:7]([CH2:5][CH3:6])[C:19]1[CH:18]=[C:17]3[C:20]([CH2:27][CH2:28][CH2:29][CH2:30][CH2:31][CH3:32])([CH2:33][CH2:34][CH2:35][CH2:36][CH2:37][CH3:38])[C:21]4[C:26]([C:16]3=[CH:15][C:14]2=1)=[CH:25][CH:24]=[CH:23][CH:22]=4)(=[O:41])[CH3:40] |f:0.1.2.3|. Reported procedure: Aluminum chloride (3.43 g, 25.6 mmol) was slowly added into a dichloromethane solution (80 mL) in which were dissolved 10-ethyl-12,12-dihexyl-10,12-dihydro-10-aza-indeno[2,1-b]fluorene (5.95 g, 20.0 mmol) and acetyl chloride (1.83 mL, 25.7 mmol) at 0° C. under nitrogen atmosphere. After stirring at room temperature overnight, the reaction mixture was poured into ice-water. The product was extracted twice with dichloromethane. The combined organic layer was washed with brine, and dried over MgSO4... Reactants: NC=1N=CC2=C(N1)N(C=C2C(=O)C=2C=C(C=NC2)NC(CC2=NC=C(C=C2)Br)=O)C(CO)(C)C (N-(5-{[2-amino-7-(1-hydroxy-2-methylpropan-2-yl)-7H-pyrrolo[2,3-d]pyrimidin-5-yl]carbonyl}pyridin-3-yl)-2-(5-bromopyridin-2-yl)acetamide), CN(C)C=O (DMF). Reagents/catalysts: C=1C=CC(=CC1)/C=C/C(=O)/C=C/C2=CC=CC=C2.C=1C=CC(=CC1)/C=C/C(=O)/C=C/C2=CC=CC=C2.C=1C=CC(=CC1)/C=C/C(=O)/C=C/C2=CC=CC=C2.[Pd].[Pd] (Pd2 (dba)3), C1(=CC=CC=C1)P([C-]1C=CC=C1)C1=CC=CC=C1.[C-]1(C=CC=C1)P(C1=CC=CC=C1)C1=CC=CC=C1.[Fe+2] (1,1′-bis(diphenylphosphino)ferrocene), [C-]#N.[C-]#N.[Zn+2] (Zn(CN)2). The solvent is CCOC(=O)C (EtOAc). Conditions: temperature 100 celsius. Product: NC=1N=CC2=C(N1)N(C=C2C(=O)C=2C=C(C=NC2)NC(CC2=NC=C(C=C2)C#N)=O)C(CO)(C)C (N-{5-[2-Amino-7-(2-hydroxy-1,1-dimethyl-ethyl)-7H-pyrrolo[2,3-d]pyrimidine-5-carbonyl]-pyridin-3-yl}-2-(5-cyano-pyridin-2-yl)-acetamide). The yield is 31.0%. RXN SMILES: [NH2:1][C:2]1[N:3]=[CH:4][C:5]2[C:10]([C:11]([C:13]3[CH:14]=[C:15]([NH:19][C:20](=[O:29])[CH2:21][C:22]4[CH:27]=[CH:26][C:25](Br)=[CH:24][N:23]=4)[CH:16]=[N:17][CH:18]=3)=[O:12])=[CH:9][N:8]([C:30]([CH3:34])([CH3:33])[CH2:31][OH:32])[C:6]=2[N:7]=1.[CH3:35][N:36](C=O)C>CCOC(C)=O.[C-]#N.[C-]#N.[Zn+2].C1C=CC(/C=C/C(/C=C/C2C=CC=CC=2)=O)=CC=1.C1C=CC(/C=C/C(/C=C/C2C=CC=CC=2)=O)=CC=1.C1C=CC(/C=C/C(/C=C/C2C=CC=CC=2)=O)=CC=1.[Pd].[Pd].C1(P(C2C=CC=CC=2)[C-]2C=CC=C2)C=CC=CC=1.[C-]1(P(C2C=CC=CC=2)C2C=CC=CC=2)C=CC=C1.[Fe+2]>[NH2:1][C:2]1[N:3]=[CH:4][C:5]2[C:10]([C:11]([C:13]3[CH:14]=[C:15]([NH:19][C:20](=[O:29])[CH2:21][C:22]4[CH:27]=[CH:26][C:25]([C:35]#[N:36])=[CH:24][N:23]=4)[CH:16]=[N:17][CH:18]=3)=[O:12])=[CH:9][N:8]([C:30]([CH3:34])([CH3:33])[CH2:31][OH:32])[C:6]=2[N:7]=1 |f:3.4.5,6.7.8.9.10,11.12.13|. Reported procedure: To a solution of N-{5-[2-Amino-7-(2-hydroxy-1,1-dimethyl-ethyl)-7H-pyrrolo[2,3-d]pyrimidine-5-carbonyl]-pyridin-3-yl}-2-(5-bromo-pyridin-2-yl)-acetamide (Example 316, 75 mg, 0.143 mmol) in DMF (2 mL) was added Zn(CN)2 (25 mg, 0.215 mmol) and the reaction mixture was degassed with argon for 10 minutes. Pd2 (dba)3 (3 mg, 0.002 mmol) and 1,1′-bis(diphenylphosphino)ferrocene 6 mg, 0.011 mmol) were then added and the resultant reaction mixture was heated at 100° C. for 40 minutes under microwave irra... Starting materials: BrCC(CCCCCCCCCCC)=O (1-bromotridecan-2-one), O1C(OCC1)C1=CC=C(C=C1)C(N)=S (4-(1,3-dioxolan-2-yl)benzenecarbothioamide). The solvent is CCO (EtOH). Product: C(CCCCCCCCCC)C=1N=C(SC1)C1=CC=C(C=O)C=C1 (4-(4-undecyl-1,3-thiazol-2-yl)benzaldehyde). Isolated yield 58.9%. Reaction SMILES: Br[CH2:2][C:3](=O)[CH2:4][CH2:5][CH2:6][CH2:7][CH2:8][CH2:9][CH2:10][CH2:11][CH2:12][CH2:13][CH3:14].[O:16]1CCO[CH:17]1[C:21]1[CH:26]=[CH:25][C:24]([C:27](=[S:29])[NH2:28])=[CH:23][CH:22]=1>CCO>[CH2:4]([C:3]1[N:28]=[C:27]([C:24]2[CH:25]=[CH:26][C:21]([CH:17]=[O:16])=[CH:22][CH:23]=2)[S:29][CH:2]=1)[CH2:5][CH2:6][CH2:7][CH2:8][CH2:9][CH2:10][CH2:11][CH2:12][CH2:13][CH3:14]. Procedure details: A solution of 1-bromotridecan-2-one (5.54 g, 20 mmol) and 4-(1,3-dioxolan-2-yl)benzenecarbothioamide (4.19 g, 20 mmol) in EtOH (50 mL) was refluxed overnight. After evaporation of the solvent, the residue was taken up in ether, washed with water, brine, dried over MgSO4, filtered. The solvents were evaporated under vacuum to give a yellow oil. Purification on silicagel gave the title product as a yellow solid (4.05 g, 59%). 1H NMR (CDCl3, 300 MHz) δ 10.0 (s, 1H), 8.11 (d, 2H, J=8.3 Hz), 7.93 (d,... The reactants are COC=1C=C2CC(C(C2=CC1)=O)C(=O)OCC (5-methoxy-2-carboethoxy-1-indanone), COC=1C=CC(=CC1)C=O (anisaldehyde), O=C[C@H](O)[C@@H](O)[C@H](O)[C@H](O)CO (glucose), OP(=O)(O)[O-].[K+] (KH2PO4), OP(=O)([O-])[O-].[K+].[K+] (K2HPO4), MgSO4.7H2O, NaNO3, FeSO4.7H2O, [Cl-].[K+] (KCl). Run in C(C)O (ethanol). Conditions: time 48 hour. Product: O[C@H]1[C@H](CC2=CC(=CC=C12)OC)C(=O)OCC ((1S,2S)-1-hydroxy-2-carboethoxy-5-methoxyindane). Yield: 84.3%. As a reaction SMILES: O=C[C@@H]([C@H]([C@@H]([C@@H](CO)O)O)O)O.OP([O-])(O)=O.[K+].OP([O-])([O-])=O.[K+].[K+].[Cl-].[K+].[CH3:28][O:29][C:30]1[CH:31]=[C:32]2[C:36](=[CH:37][CH:38]=1)[C:35](=[O:39])[CH:34]([C:40]([O:42][CH2:43][CH3:44])=[O:41])[CH2:33]2.COC1C=CC(C=O)=CC=1>C(O)C>[OH:39][C@@H:35]1[C:36]2[C:32](=[CH:31][C:30]([O:29][CH3:28])=[CH:38][CH:37]=2)[CH2:33][C@@H:34]1[C:40]([O:42][CH2:43][CH3:44])=[O:41] |f:1.2,3.4.5,6.7|. Procedure: Colletotrichum gloeosporioides is cultured according to the method of Buisson and Azerad (Tet. Lett. 27, 2631-2634 (1986), herein incorporated by reference) in one liter of a medium of glucose (30 grams), KH2PO4 (1 gram), K2HPO4 (2 grams), corn steep liquor (10 grams) MgSO4.7H2O (0.5 gram), NaNO3 (2 grams), FeSO4.7H2O (0.02 gram), and KCl (0.5 gram) with rotary shaking at 25° C. Two grams of 5-methoxy-2-carboethoxy-1-indanone is dissolved in 2 ml of 95% ethanol, the resulting solution is added t... Reactants: CC=1C(C(=C(C1C)C)C)C1=C(C=O)C=CC=C1 (2-(2,3,4,5-tetramethylcyclopentadienyl)benzaldehyde), C(C)(=O)O (acetic acid), C(C)(C)C1=C(N)C(=CC=C1)C(C)C (2,6-diisopropylaniline), aldehyde. The solvent is C(C)O (ethanol). Product: CC=1C(C(=C(C1C)C)C)C1=C(C=CC=C1)C=NC1=C(C=CC=C1C(C)C)C(C)C (N-[2-(2,3,4,5-tetramethylcyclopentadienyl)phenylmethylene]-N-(2,6-diisopropylphenyl)amine). Yield: 99.8%. RXN SMILES: [CH3:1][C:2]1[CH:3]([C:10]2[CH:17]=[CH:16][CH:15]=[CH:14][C:11]=2[CH:12]=O)[C:4]([CH3:9])=[C:5]([CH3:8])[C:6]=1[CH3:7].C(O)(=O)C.[CH:22]([C:25]1[CH:31]=[CH:30][CH:29]=[C:28]([CH:32]([CH3:34])[CH3:33])[C:26]=1[NH2:27])([CH3:24])[CH3:23]>C(O)C>[CH3:1][C:2]1[CH:3]([C:10]2[CH:17]=[CH:16][CH:15]=[CH:14][C:11]=2[CH:12]=[N:27][C:26]2[C:28]([CH:32]([CH3:33])[CH3:34])=[CH:29][CH:30]=[CH:31][C:25]=2[CH:22]([CH3:24])[CH3:23])[C:4]([CH3:9])=[C:5]([CH3:8])[C:6]=1[CH3:7]. Procedure: To a solution of 2-(2,3,4,5-tetramethylcyclopentadienyl)benzaldehyde (10.0 mmol) in ethanol (30.0 mL) were added dropwise acetic acid (1.0 mmol) and 2,6-diisopropylaniline (10.5 mmol) under a nitrogen atmosphere. The mixture was stirred at room temperature. After disappearance of the aldehyde was confirmed by gas chromatography, the solvent was distilled off under reduced pressure to give N-[2-(2,3,4,5-tetramethylcyclopentadienyl)phenylmethylene]-N-(2,6-diisopropylphenyl)amine (3.85 g, yield 100... Reactants: CC(C)([O-])C.[K+] (Potassium t-butoxide), CS (methyl mercaptan), C(C)(C)(C)OC(=O)N1CCN(CC1)C1=C(C=CC=C1)COS(=O)(=O)C (1-t-butoxycarbonyl-4-(2-(methanesulfonyloxymethyl)phenyl)-piperazine). Run in CCO (EtOH). The product is C(C)(C)(C)OC(=O)N1CCN(CC1)C1=C(C=CC=C1)CSC (1-t- Butoxycarbonyl-4-(2-(methylthiomethyl)phenyl)-piperazine). Reaction SMILES: CC(C)([O-])C.[K+].[CH3:7][SH:8].[C:9]([O:13][C:14]([N:16]1[CH2:21][CH2:20][N:19]([C:22]2[CH:27]=[CH:26][CH:25]=[CH:24][C:23]=2[CH2:28]OS(C)(=O)=O)[CH2:18][CH2:17]1)=[O:15])([CH3:12])([CH3:11])[CH3:10]>CCO>[C:9]([O:13][C:14]([N:16]1[CH2:21][CH2:20][N:19]([C:22]2[CH:27]=[CH:26][CH:25]=[CH:24][C:23]=2[CH2:28][S:8][CH3:7])[CH2:18][CH2:17]1)=[O:15])([CH3:11])([CH3:10])[CH3:12] |f:0.1|. Procedure details: Potassium t-butoxide (159 mg, 1,42 mmol) in 15 mL of abs. EtOH was saturated with methyl mercaptan gas. To this mixture was added 1-t-butoxycarbonyl-4-(2-(methanesulfonyloxymethyl)phenyl)-piperazine (0.94 mmol, which was generated according to the procedure described in Step C of Example 9). The resulting mixture was refluxed for 50 min and concentrated. The residue was purified by preparative TLC (20% EtOAc in Hex) to give the title compound (157 mg). Starting materials: OCCN1C=C(C2=CC=CC=C12)C1CCN(CC1)CCOC1=C(C(=O)O)C=CC=C1 (2-(2-{4-[1-(2-hydroxy-ethyl)-1H-indol-3-yl]-piperidin-1-yl}-ethoxy)-benzoic acid), C(C=C)Br (allyl bromide), crude mixture, [H-].[Na+] (NaH). Run in CN(C)C=O (DMF), CN(C)C=O (DMF), CN(C)C=O (DMF). Reaction conditions: temperature 60 celsius. The product is C(C=C)OCCN1C=C(C2=CC=CC=C12)C1CCN(CC1)CCOC1=C(C(=O)O)C=CC=C1 (2-(2-{4-[1-(2-allyloxy-ethyl)-1H-indol-3-yl]-piperidin-1-yl}-ethoxy)-benzoic acid). As a reaction SMILES: [H-].[Na+].[OH:3][CH2:4][CH2:5][N:6]1[C:14]2[C:9](=[CH:10][CH:11]=[CH:12][CH:13]=2)[C:8]([CH:15]2[CH2:20][CH2:19][N:18]([CH2:21][CH2:22][O:23][C:24]3[CH:32]=[CH:31][CH:30]=[CH:29][C:25]=3[C:26]([OH:28])=[O:27])[CH2:17][CH2:16]2)=[CH:7]1.[CH2:33](Br)[CH:34]=[CH2:35]>CN(C=O)C>[CH2:35]([O:3][CH2:4][CH2:5][N:6]1[C:14]2[C:9](=[CH:10][CH:11]=[CH:12][CH:13]=2)[C:8]([CH:15]2[CH2:16][CH2:17][N:18]([CH2:21][CH2:22][O:23][C:24]3[CH:32]=[CH:31][CH:30]=[CH:29][C:25]=3[C:26]([OH:28])=[O:27])[CH2:19][CH2:20]2)=[CH:7]1)[CH:34]=[CH2:33] |f:0.1|. Procedure: To a suspension of 0.012 g (0.04 mmol) of a dispersion of 60% NaH in 0.5 mL of DMF, a solution of 0.042 g (0.01 mmol)of 2-(2-{4-[1-(2-hydroxy-ethyl)-1H-indol-3-yl]-piperidin-1-yl}-ethoxy)-benzoic acid in 0.5 mL of DMF was added. After stirring at room temperature for 30 minutes as solution of 0.014 g (0.12 mmol) of allyl bromide in 0.3 mL of DMF was added. The crude mixture was stirred at room temperature for 15 hours. The solvent was evaporated at reduced pressure and the crude mixture was diss... The reactants are C, CCCCNC(=O)C1CCCN1C(=O)OCc1ccccc1, CO, [Pd]. Yields the product CCCCNC(=O)C1CCCN1. As a reaction SMILES: [C:25].[CH2:1]([O:2][C:3](=[O:4])[N:11]1[CH:12]([C:16](=[O:17])[NH:18][CH2:19][CH2:20][CH2:21][CH3:22])[CH2:13][CH2:14][CH2:15]1)[c:5]1[cH:6][cH:7][cH:8][cH:9][cH:10]1.[CH3:23][OH:24].[Pd:26]>>[NH:11]1[CH:12]([C:16](=[O:17])[NH:18][CH2:19][CH2:20][CH2:21][CH3:22])[CH2:13][CH2:14][CH2:15]1.